describe an organic reaction: reactants, conditions, products, and yield From a dataset of the Open Reaction Database (ORD), a public repository of structured organic reaction records. Reactants: C(CCCCCCC)OC=1C=NC(=NC1)C1=C(C(=C(C=C1)O)F)F (5-octyloxy-2-[4-hydroxy-2,3-difluorophenyl]pyrimidine), FC(C(C(OC(C(C(COCCCBr)(F)F)(F)F)(F)F)(F)F)(F)F)(C(F)(F)F)F (3-(4-(nonafluorobutoxy)-2,2,3,3,4,4-hexafluorobutoxy)propyl bromide). Product: C(CCCCCCC)OC=1C=NC(=NC1)C1=C(C(=C(C=C1)CCCOCC(C(C(F)(F)OC(C(C(C(F)(F)F)(F)F)(F)F)(F)F)(F)F)(F)F)F)F (5-Octyloxy-2-[4-(3-(4-(nonafluorobutoxy)-2,2,3,3,4,4-hexafluorobutoxy)propyl)-2,3-difluorophenyl]pyrimidine). RXN SMILES: [CH2:1]([O:9][C:10]1[CH:11]=[N:12][C:13]([C:16]2[CH:21]=[CH:20][C:19](O)=[C:18]([F:23])[C:17]=2[F:24])=[N:14][CH:15]=1)[CH2:2][CH2:3][CH2:4][CH2:5][CH2:6][CH2:7][CH3:8].[F:25][C:26]([F:53])([C:49]([F:52])([F:51])[F:50])[C:27]([F:48])([F:47])[C:28]([F:46])([F:45])[O:29][C:30]([F:44])([F:43])[C:31]([F:42])([F:41])[C:32]([F:40])([F:39])[CH2:33][O:34][CH2:35][CH2:36][CH2:37]Br>>[CH2:1]([O:9][C:10]1[CH:11]=[N:12][C:13]([C:16]2[CH:21]=[CH:20][C:19]([CH2:37][CH2:36][CH2:35][O:34][CH2:33][C:32]([F:39])([F:40])[C:31]([F:41])([F:42])[C:30]([O:29][C:28]([F:45])([F:46])[C:27]([F:47])([F:48])[C:26]([F:25])([F:53])[C:49]([F:51])([F:52])[F:50])([F:44])[F:43])=[C:18]([F:23])[C:17]=2[F:24])=[N:14][CH:15]=1)[CH2:2][CH2:3][CH2:4][CH2:5][CH2:6][CH2:7][CH3:8]. Procedure: The title compound was prepared essentially as in Example 1 by combining 5-octyloxy-2-[4-hydroxy-2,3-difluorophenyl]pyrimidine (1.5 g, 4.7 mmol) with 3-(4-(nonafluorobutoxy)-2,2,3,3,4,4-hexafluorobutoxy)propyl bromide (2.45 g, 5.1 mmol, prepared from 1,3-dibromopropane and 4-(nonafluorobutoxy)-2,2,3,3,4,4-hexafluorobutanol). The reaction mixture was quenched with water, and the resulting crude product was further purified by recrystallization from ethanol, followed by Kugelrohr distillation (210... The reactants are O=[N+]([O-])c1c(Cl)ccnc1OCc1ccccc1, COCCOC, OB(O)c1ccc(OC(F)F)cc1Cl, O, Cl[Pd]Cl, c1ccc(P(c2ccccc2)c2ccccc2)cc1, c1ccc(P(c2ccccc2)c2ccccc2)cc1. Product: O=[N+]([O-])c1c(-c2ccc(OC(F)F)cc2Cl)ccnc1OCc1ccccc1. RXN SMILES: [CH2:1]([c:2]1[cH:3][cH:4][cH:5][cH:6][cH:7]1)[O:8][c:9]1[n:10][cH:11][cH:12][c:13]([Cl:18])[c:14]1[N+:15](=[O:16])[O-:17].[CH3:33][O:34][CH2:35][CH2:36][O:37][CH3:38].[Cl:19][c:20]1[c:21]([B:30]([OH:31])[OH:32])[cH:22][cH:23][c:24]([O:26][CH:27]([F:28])[F:29])[cH:25]1.[OH2:39].[Pd:40]([Cl:41])[Cl:42].[c:43]1([P:44]([c:45]2[cH:46][cH:47][cH:48][cH:49][cH:50]2)[c:51]2[cH:52][cH:53][cH:54][cH:55][cH:56]2)[cH:57][cH:58][cH:59][cH:60][cH:61]1.[c:62]1([P:63]([c:64]2[cH:65][cH:66][cH:67][cH:68][cH:69]2)[c:70]2[cH:71][cH:72][cH:73][cH:74][cH:75]2)[cH:76][cH:77][cH:78][cH:79][cH:80]1>>[CH2:1]([c:2]1[cH:3][cH:4][cH:5][cH:6][cH:7]1)[O:8][c:9]1[n:10][cH:11][cH:12][c:13](-[c:21]2[c:20]([Cl:19])[cH:25][c:24]([O:26][CH:27]([F:28])[F:29])[cH:23][cH:22]2)[c:14]1[N+:15](=[O:16])[O-:17].